The task is: describe an organic reaction: reactants, conditions, products, and yield. This data is from the Open Reaction Database (ORD), a public repository of structured organic reaction records. Starting materials: Example 32 ( 32c ), FC1=C(C(=O)NC(C(=O)O)CC2=CC=C(C=C2)OC(F)(F)F)C=CC(=C1)OCCC(F)(F)F (2-{[2-Fluoro-4-(3,3,3-trifluoropropoxy)benzoyl]amino}-3-[4-(trifluoromethoxy)phenyl]propanoic acid), NCCO (2-aminoethanol). The product is FC1=C(C(=O)NC(C(=O)NCCO)CC2=CC=C(C=C2)OC(F)(F)F)C=CC(=C1)OCCC(F)(F)F (2-Fluoro-N-{2-[(2-hydroxyethyl)amino]-2-oxo-1-[4-(trifluoromethoxy)benzyl]ethyl}-4-(3,3,3-trifluoropropoxy)benzamide). Reaction SMILES: [F:1][C:2]1[CH:26]=[C:25]([O:27][CH2:28][CH2:29][C:30]([F:33])([F:32])[F:31])[CH:24]=[CH:23][C:3]=1[C:4]([NH:6][CH:7]([CH2:11][C:12]1[CH:17]=[CH:16][C:15]([O:18][C:19]([F:22])([F:21])[F:20])=[CH:14][CH:13]=1)[C:8]([OH:10])=O)=[O:5].[NH2:34][CH2:35][CH2:36][OH:37]>>[F:1][C:2]1[CH:26]=[C:25]([O:27][CH2:28][CH2:29][C:30]([F:33])([F:32])[F:31])[CH:24]=[CH:23][C:3]=1[C:4]([NH:6][CH:7]([CH2:11][C:12]1[CH:13]=[CH:14][C:15]([O:18][C:19]([F:21])([F:20])[F:22])=[CH:16][CH:17]=1)[C:8]([NH:34][CH2:35][CH2:36][OH:37])=[O:10])=[O:5]. Reported procedure: A reaction similar to that described in Example 32 (32c) was conducted using 2-{[2-fluoro-4-(3,3,3-trifluoropropoxy)benzoyl]amino}-3-[4-(trifluoromethoxy)phenyl]propanoic acid (145 mg) prepared in Example 84 (84b) and 2-aminoethanol (22 μL) to give 128 mg of the title compound (white powder). The reactants are C(C)(=O)OCC (Ethyl acetate), C(C)(=O)OC1=CC=C(C=C1)O (4-acetoxyphenol), BrCCCBr (1,3-dibromopropane), C([O-])([O-])=O.[K+].[K+] (potassium carbonate). Run in CN(C=O)C (dimethylformamide). Reaction conditions: time 4 hour. Yields the product C(C)(=O)OC1=CC=C(OCCCBr)C=C1 (3-(4-acetoxyphenoxy)-1-bromopropane). Yield: 9.9%. RXN SMILES: [C:1]([O:4][C:5]1[CH:10]=[CH:9][C:8]([OH:11])=[CH:7][CH:6]=1)(=[O:3])[CH3:2].[Br:12][CH2:13][CH2:14][CH2:15]Br.C(=O)([O-])[O-].[K+].[K+].C(OCC)(=O)C>CN(C)C=O>[C:1]([O:4][C:5]1[CH:10]=[CH:9][C:8]([O:11][CH2:15][CH2:14][CH2:13][Br:12])=[CH:7][CH:6]=1)(=[O:3])[CH3:2] |f:2.3.4|. Procedure details: A mixture of 1.52 g (10 mmol) of 4-acetoxyphenol, 2.22 g (11 mmol) 1,3-dibromopropane, and 2.98 g (21 mmol) of anhydrous potassium carbonate in dimethylformamide was stirred rapidly at room temperature for 4 hours. Ethyl acetate was added, and the salts present were removed by filtration. The solvent was removed under reduced pressure, and the residue chromatographed over silica gel. Elution with 15% ethyl acetate-hexane gave 270 mg of the title compound, which was homogeneous by thin layer chro... Reactants: BrC1=CC=CC(=N1)C(CO)O (1-(6-bromopyridin-2-yl)ethane-1,2-diol), NC=1SC(=CC1C(=O)N)C1=C(C=CC=C1)F (2-amino-5-(2-fluorophenyl)thiophene-3-carboxamide). Product: OC(CO)C1=CC=CC(=N1)NC=1SC(=CC1C(=O)N)C1=C(C=CC=C1)F (2-{[6-(1,2-Dihydroxyethyl)pyridin-2-yl]amino}-5-(2-fluorophenyl)thiophene-3-carboxamide). Reaction SMILES: Br[C:2]1[N:7]=[C:6]([CH:8]([OH:11])[CH2:9][OH:10])[CH:5]=[CH:4][CH:3]=1.[NH2:12][C:13]1[S:14][C:15]([C:21]2[CH:26]=[CH:25][CH:24]=[CH:23][C:22]=2[F:27])=[CH:16][C:17]=1[C:18]([NH2:20])=[O:19]>>[OH:11][CH:8]([C:6]1[N:7]=[C:2]([NH:12][C:13]2[S:14][C:15]([C:21]3[CH:26]=[CH:25][CH:24]=[CH:23][C:22]=3[F:27])=[CH:16][C:17]=2[C:18]([NH2:20])=[O:19])[CH:3]=[CH:4][CH:5]=1)[CH2:9][OH:10]. Procedure details: The title compound was prepared according to the general procedure in Example 1 using 1-(6-bromopyridin-2-yl)ethane-1,2-diol (71 mg, 0.33 mmol) and 2-amino-5-(2-fluorophenyl)thiophene-3-carboxamide (78 mg, 0.33 mmol) as the starting materials. Starting materials: BrCC(=O)C1=C(C=C(C=C1C)S(=O)(=O)C1=CC=C(C=C1)OC)C (2-bromo-1-(4-(4-methoxyphenylsulfonyl)-2,6 dimethylphenyl)ethanone), NC(=S)N (thiourea). Run in CCO (EtOH). Product: COC1=CC=C(C=C1)S(=O)(=O)C1=CC(=C(C(=C1)C)C=1N=C(SC1)N)C (4-(4-(4-methoxyphenylsulfonyl)-2,6-dimethylphenyl)thiazol-2-amine). The yield is 64.7%. RXN SMILES: Br[CH2:2][C:3]([C:5]1[C:10]([CH3:11])=[CH:9][C:8]([S:12]([C:15]2[CH:20]=[CH:19][C:18]([O:21][CH3:22])=[CH:17][CH:16]=2)(=[O:14])=[O:13])=[CH:7][C:6]=1[CH3:23])=O.[NH2:24][C:25]([NH2:27])=[S:26]>CCO>[CH3:22][O:21][C:18]1[CH:19]=[CH:20][C:15]([S:12]([C:8]2[CH:9]=[C:10]([CH3:11])[C:5]([C:3]3[N:24]=[C:25]([NH2:27])[S:26][CH:2]=3)=[C:6]([CH3:23])[CH:7]=2)(=[O:14])=[O:13])=[CH:16][CH:17]=1. Reported procedure: A reaction mixture containing 2-bromo-1-(4-(4-methoxyphenylsulfonyl)-2,6 dimethylphenyl)ethanone (1.33 g, 3.4 mmol, 1.0 equiv) and thiourea (254.8 mg, 3.4 mmol, 1.0 equiv) in EtOH (5.0 mL) was heated at reflux for 1.0 h. The solution was concentrated under reduced pressure, and the residue was re-dissolved in EtOAc (50 mL). The solution was washed with saturated aqueous NaHCO 3 (30 mL), dried over MgSO4, and concentrated under reduced pressure. The resultant solids were washed with hexanes to gi... Starting materials: NCC(O)C1=CC=C(C(C(=O)N)=C1)O (5-(2-amino-1-hydroxyethyl)salicylamide), CN(C1=CC=CC=C1)CCC(C)=O (4-(N-methylanilino)-2-butanone), [BH3-]C#N.[Na+] (NaCNBH3). The solvent is C(C)O (ethanol). Run at time 16 hour. The product is CN(C1=CC=CC=C1)CCC(C)NCC(O)C1=CC=C(C(C(=O)N)=C1)O (5-(2-[4-(N-Methylanilino)-2-Butylamino]-1-Hydroxyethyl)Salicylamide). Reaction SMILES: [NH2:1][CH2:2][CH:3]([C:5]1[CH:13]=[C:9]([C:10]([NH2:12])=[O:11])[C:8]([OH:14])=[CH:7][CH:6]=1)[OH:4].[CH3:15][N:16]([CH2:23][CH2:24][C:25](=O)[CH3:26])[C:17]1[CH:22]=[CH:21][CH:20]=[CH:19][CH:18]=1.[BH3-]C#N.[Na+]>C(O)C>[CH3:15][N:16]([CH2:23][CH2:24][CH:25]([NH:1][CH2:2][CH:3]([C:5]1[CH:13]=[C:9]([C:10]([NH2:12])=[O:11])[C:8]([OH:14])=[CH:7][CH:6]=1)[OH:4])[CH3:26])[C:17]1[CH:18]=[CH:19][CH:20]=[CH:21][CH:22]=1 |f:2.3|. Procedure details: To a solution of 20 mmol 5-(2-amino-1-hydroxyethyl)salicylamide and 3.54 g (20 mmol) 4-(N-methylanilino)-2-butanone [procedure of Craig, et al, J. Org. Chem., 29, 410 (1964)] in 100 ml ethanol add 1.26 g (20 mmol) NaCNBH3. Stir 16 hrs., concentrate, and partition between EtOAc and 1.0 N NaHCO3 solution. Dry and concentrate the organic layer. Recrystallize the residue from methanol to give a white solid, mp 150°-2°.